Dataset: the Open Reaction Database (ORD), a public repository of structured organic reaction records. Task: describe an organic reaction: reactants, conditions, products, and yield Reactants: FC=1C=C(C=NC1F)NC1=C(C(=O)OC(C)(C)C)C=C(C=C1)C (tert-butyl 2-(5,6-difluoropyridin-3-ylamino)-5-methylbenzoate). The solvent is FC(C(=O)O)(F)F (trifluoroacetic acid). Conditions: time 1 hour. Yields the product FC=1C=C(C=NC1F)NC1=C(C(=O)O)C=C(C=C1)C (2-(5,6-diflouropyridin-3-ylamino)-5-methylbenzoic acid). The yield is 15.0%. RXN SMILES: [F:1][C:2]1[CH:3]=[C:4]([NH:9][C:10]2[CH:22]=[CH:21][C:20]([CH3:23])=[CH:19][C:11]=2[C:12]([O:14]C(C)(C)C)=[O:13])[CH:5]=[N:6][C:7]=1[F:8]>FC(F)(F)C(O)=O>[F:1][C:2]1[CH:3]=[C:4]([NH:9][C:10]2[CH:22]=[CH:21][C:20]([CH3:23])=[CH:19][C:11]=2[C:12]([OH:14])=[O:13])[CH:5]=[N:6][C:7]=1[F:8]. Reported procedure: The solid residue obtained in step A was dissolved in 0.78 ml of trifluoroacetic acid and stirred for 1 hour at room temperature. The solvent was evaporated and the solid residue was triturated with an isopropyl ether/hexane mixture. The solid was filtered off affording 0.01 g (yield 15%) of the expected product. Starting materials: CCCc1c(CNC)ccc2ccccc12, CCCOc1c(CNC)cccc1OC, Cl, O=C(O)C=Cc1cnc2c(c1)CN(CCN1CCOCC1)C(=O)N2. Product: CCCOc1c(CN(C)C(=O)C=Cc2cnc3c(c2)CN(CCN2CCOCC2)C(=O)N3)cccc1OC, Cl. RXN SMILES: [CH3:16][NH:17][CH2:18][c:19]1[cH:20][cH:21][c:22]2[c:23]([cH:24][cH:25][cH:26][cH:27]2)[c:28]1[CH2:29][CH2:30][CH3:31].[CH3:1][O:2][c:3]1[c:4]([O:12][CH2:13][CH2:14][CH3:15])[c:5]([CH2:6][NH:7][CH3:8])[cH:9][cH:10][cH:11]1.[ClH:32].[O:33]1[CH2:34][CH2:35][N:36]([CH2:39][CH2:40][N:41]2[C:42](=[O:56])[NH:43][c:44]3[c:45]([cH:47][c:48]([CH:51]=[CH:52][C:53](=[O:54])[OH:55])[cH:49][n:50]3)[CH2:46]2)[CH2:37][CH2:38]1>>[CH3:1][O:2][c:3]1[c:4]([O:12][CH2:13][CH2:14][CH3:15])[c:5]([CH2:6][N:7]([CH3:8])[C:53]([CH:52]=[CH:51][c:48]2[cH:47][c:45]3[c:44]([n:50][cH:49]2)[NH:43][C:42](=[O:56])[N:41]([CH2:40][CH2:39][N:36]2[CH2:35][CH2:34][O:33][CH2:38][CH2:37]2)[CH2:46]3)=[O:55])[cH:9][cH:10][cH:11]1.[ClH:32].